From a dataset of the Open Reaction Database (ORD), a public repository of structured organic reaction records. describe an organic reaction: reactants, conditions, products, and yield The reactants are CC(C)(C)OC(=O)C(C)(C)Sc1nc(CCOc2cnn(-c3cccc(C(F)(F)F)c3)c2)cs1, ClCCl, O=C(O)C(F)(F)F. Product: CC(C)(Sc1nc(CCOc2cnn(-c3cccc(C(F)(F)F)c3)c2)cs1)C(=O)O. As a reaction SMILES: [C:1]([CH3:2])([CH3:3])([CH3:4])[O:5][C:6]([C:7]([CH3:8])([S:9][c:10]1[s:11][cH:12][c:13]([CH2:15][CH2:16][O:17][c:18]2[cH:19][n:20][n:21](-[c:23]3[cH:24][c:25]([C:29]([F:30])([F:31])[F:32])[cH:26][cH:27][cH:28]3)[cH:22]2)[n:14]1)[CH3:33])=[O:34].[Cl:42][CH2:43][Cl:44].[OH:35][C:36]([C:37]([F:38])([F:39])[F:40])=[O:41]>>[O:5]=[C:6]([C:7]([CH3:8])([S:9][c:10]1[s:11][cH:12][c:13]([CH2:15][CH2:16][O:17][c:18]2[cH:19][n:20][n:21](-[c:23]3[cH:24][c:25]([C:29]([F:30])([F:31])[F:32])[cH:26][cH:27][cH:28]3)[cH:22]2)[n:14]1)[CH3:33])[OH:34]. Yield: 99.0%. Starting materials: ClC1=CC(=NC=C1)C#N (4-chloropyridine-2-carbonitrile), C[O-].[Na+] (sodium methoxide), C(CN)N (Ethylene diamine). Yields the product ClC1=CC(=NC=C1)C=1NCCN1 (4-chloro-2-(4,5-dihydro-1H-imidazol-2-yl)pyridine). Conditions: time 2 hour. Solvent: CO (MeOH). Reported procedure: To a solution of 4-chloropyridine-2-carbonitrile (20.0 g, 121 nmuol, prepared as described by Sakamoto et al. Chem. Pharm. Bull. 1985, 33, 565-71) in MeOH (240 mL), was added sodium methoxide (0.655 g, 12.1 mmol). The reaction mixture was allowed to stir at rt under an atmosphere of argon for 2 h. Ethylene diamine (40.0 mL, 597 imol) was added and the mixture was allowed to stir at 50° C. for 20 h. The reaction mixture was allowed to cool to rt and then concentrated. The residue was dissolved in... RXN SMILES: [Cl:1][C:2]1[CH:7]=[CH:6][N:5]=[C:4]([C:8]#[N:9])[CH:3]=1.C[O-].[Na+].[CH2:13](N)[CH2:14][NH2:15]>CO>[Cl:1][C:2]1[CH:7]=[CH:6][N:5]=[C:4]([C:8]2[NH:15][CH2:14][CH2:13][N:9]=2)[CH:3]=1 |f:1.2|. Reactants: [BH4-].[Na+] (sodium borohydride), FC(OC1=C(C=C(C=O)C=C1)OC1COCC1)F ((±)-4-(difluoromethoxy)-3-[(tetrahydro-3-furanyl)oxy]benzaldehyde). Run in CO (methanol). Conditions: time 1 hour. Product: FC(OC1=C(C=C(C=C1)CO)OC1COCC1)F ((±)-4-(difluoromethoxy)-3-[(tetrahydro-3-furanyl)oxy]benzenemethanol). Isolated yield 81.6%. RXN SMILES: [BH4-].[Na+].[F:3][CH:4]([F:20])[O:5][C:6]1[CH:13]=[CH:12][C:9]([CH:10]=[O:11])=[CH:8][C:7]=1[O:14][CH:15]1[CH2:19][CH2:18][O:17][CH2:16]1>CO>[F:20][CH:4]([F:3])[O:5][C:6]1[CH:13]=[CH:12][C:9]([CH2:10][OH:11])=[CH:8][C:7]=1[O:14][CH:15]1[CH2:19][CH2:18][O:17][CH2:16]1 |f:0.1|. Procedure: A sodium borohydride solution (0.0177 mol) was added portionwise to a solution of intermediate 1 (0.0532 mol) in methanol (100 ml), and the reaction mixture was stirred for 1 hour at RT. The solvent was evaporated, the residue was washed with water, and extracted with CH2Cl2. The separated organic layer was dried, filtered, and the solvent was evaporated. The residue was purified by open column chromatography over silica gel (eluent: CH2Cl2 /2-propanone 96/4 and 90/10; CH2Cl2 /CH3OH 96/4). The p... The reactants are C(C)(C)(C)C1=CC=C(/C=C/C(=O)O)C=C1 (4-tert-butyl-trans-cinnamic acid), glass, C(C(=O)Cl)(=O)Cl (oxalyl chloride), COC=1C=C(N)C=CC1OC (3,4-dimethoxyaniline), C([O-])([O-])=O.[K+].[K+] (potassium carbonate). Run in CCOC(=O)C (EtOAc), C(Cl)Cl (CH2Cl2), CN(C)C=O (DMF), CC(=O)C (acetone), O (water). Yields the product COC=1C=C(C=CC1OC)NC(\C=C\C1=CC=C(C=C1)C(C)(C)C)=O ((2E)-N-(3,4-Dimethoxyphenyl)-3-[4-(tert-butyl)phenyl]prop-2-enamide). RXN SMILES: [C:1]([C:5]1[CH:15]=[CH:14][C:8](/[CH:9]=[CH:10]/[C:11]([OH:13])=O)=[CH:7][CH:6]=1)([CH3:4])([CH3:3])[CH3:2].C(Cl)(=O)C(Cl)=O.[CH3:22][O:23][C:24]1[CH:25]=[C:26]([CH:28]=[CH:29][C:30]=1[O:31][CH3:32])[NH2:27].C(=O)([O-])[O-].[K+].[K+]>CCOC(C)=O.CC(C)=O.O.CN(C=O)C.C(Cl)Cl>[CH3:22][O:23][C:24]1[CH:25]=[C:26]([NH:27][C:11](=[O:13])/[CH:10]=[CH:9]/[C:8]2[CH:7]=[CH:6][C:5]([C:1]([CH3:2])([CH3:3])[CH3:4])=[CH:15][CH:14]=2)[CH:28]=[CH:29][C:30]=1[O:31][CH3:32] |f:3.4.5|. Procedure details: To a 20 mL round-bottomed flask equipped with reflux condenser and drying tube was added 4-tert-butyl-trans-cinnamic acid (200 mg, 0.98 mmol, EMKA-Chemie) followed by CH2Cl2 (5 mL), oxalyl chloride (90 uL, 130 mg, 1.03 mmol, Aldrich) and DMF (1 uL). The reaction mixture was magnetically stirred and heated at reflux for 30 min. The reaction mixture was concentrated in vacuo and the residue dissolved in acetone (2 mL). The solution was added to a mixture of 3,4-dimethoxyaniline (180 mg, 1.17 mmol,... Reactants: NC(NCCC[C@H](NC(C(C1=CC=CC=C1)C1=CC=CC=C1)=O)C(=O)NCC1=CC(=C(C=C1)OC)OC)=N[N+](=O)[O-] (N5 -[amino(nitroimino)methyl]-N-[(3,4-dimethoxyphenyl) methyl]-N2 -(diphenylacetyl)-ornithinamide). Reagents/catalysts: [Pd] (palladium black). The solvent is C(C)(=O)O (acetic acid). Product: COC=1C=C(C=CC1OC)CNC([C@@H](NC(C(C1=CC=CC=C1)C1=CC=CC=C1)=O)CCCNC(N)=N)=O (N-[(3,4-Dimethoxyphenyl)methyl]-N2 -(diphenylacetyl)-argininamide). Yield: 58.0%. As a reaction SMILES: [NH2:1][C:2](=[N:38][N+]([O-])=O)[NH:3][CH2:4][CH2:5][CH2:6][C@@H:7]([C:24]([NH:26][CH2:27][C:28]1[CH:33]=[CH:32][C:31]([O:34][CH3:35])=[C:30]([O:36][CH3:37])[CH:29]=1)=[O:25])[NH:8][C:9](=[O:23])[CH:10]([C:17]1[CH:22]=[CH:21][CH:20]=[CH:19][CH:18]=1)[C:11]1[CH:16]=[CH:15][CH:14]=[CH:13][CH:12]=1>[Pd].C(O)(=O)C>[CH3:37][O:36][C:30]1[CH:29]=[C:28]([CH2:27][NH:26][C:24](=[O:25])[C@H:7]([CH2:6][CH2:5][CH2:4][NH:3][C:2](=[NH:1])[NH2:38])[NH:8][C:9](=[O:23])[CH:10]([C:11]2[CH:16]=[CH:15][CH:14]=[CH:13][CH:12]=2)[C:17]2[CH:22]=[CH:21][CH:20]=[CH:19][CH:18]=2)[CH:33]=[CH:32][C:31]=1[O:34][CH3:35]. Procedure: Prepared analogously to Example 1c) from N5 -[amino(nitroimino)methyl]-N-[(3,4-dimethoxyphenyl) methyl]-N2 -(diphenylacetyl)-ornithinamide by catalytic hydrogenation in the presence of palladium black and 80% aqueous acetic acid in a yield of 58% of theory. The reactants are CC(C)n1cnc2c(NCc3ccccc3)nc(F)nc21, CCCCO, CS(C)=O, CCN(C(C)C)C(C)C, CCC(N)C(C)(C)O. The product is CCC(Nc1nc(NCc2ccccc2)c2ncn(C(C)C)c2n1)C(C)(C)O. As a reaction SMILES: [CH2:1]([c:2]1[cH:3][cH:4][cH:5][cH:6][cH:7]1)[NH:8][c:9]1[c:10]2[n:11][cH:12][n:13]([CH:19]([CH3:20])[CH3:21])[c:14]2[n:15][c:16]([F:18])[n:17]1.[CH2:39]([OH:40])[CH2:41][CH2:42][CH3:43].[CH3:44][S:45]([CH3:46])=[O:47].[CH:22]([N:23]([CH2:24][CH3:25])[CH:26]([CH3:27])[CH3:28])([CH3:29])[CH3:30].[NH2:31][CH:32]([C:33]([CH3:34])([OH:35])[CH3:36])[CH2:37][CH3:38]>>[CH2:1]([c:2]1[cH:3][cH:4][cH:5][cH:6][cH:7]1)[NH:8][c:9]1[c:10]2[n:11][cH:12][n:13]([CH:19]([CH3:20])[CH3:21])[c:14]2[n:15][c:16]([NH:31][CH:32]([C:33]([CH3:34])([OH:35])[CH3:36])[CH2:37][CH3:38])[n:17]1.